Task: describe an organic reaction: reactants, conditions, products, and yield. Dataset: the Open Reaction Database (ORD), a public repository of structured organic reaction records The reactants are C[Si](C=1C=C(C(=O)NC2=CC(=C(C=CC(=O)O)C=C2)F)C=C(C1)[Si](C)(C)C)(C)C (4-[[3,5-Bis(trimethylsilyl)benzoyl]amino]-2-fluorocinnamic acid), [H][H] (hydrogen). The reagents and catalysts are [C].[Pd] (Palladium carbon). Solvent: O1CCCC1 (tetrahydrofuran), CO (methanol). Yields the product C[Si](C=1C=C(C(=O)NC2=CC(=C(C=C2)CCC(=O)O)F)C=C(C1)[Si](C)(C)C)(C)C (3-[4-[[3,5-Bis(trimethylsilyl)benzoyl]amino]-2-fluorophenyl]propanoic acid). Yield: 75.9%. Reaction SMILES: [CH3:1][Si:2]([CH3:29])([CH3:28])[C:3]1[CH:4]=[C:5]([CH:21]=[C:22]([Si:24]([CH3:27])([CH3:26])[CH3:25])[CH:23]=1)[C:6]([NH:8][C:9]1[CH:19]=[CH:18][C:12]([CH:13]=[CH:14][C:15]([OH:17])=[O:16])=[C:11]([F:20])[CH:10]=1)=[O:7].[H][H]>O1CCCC1.CO.[C].[Pd]>[CH3:27][Si:24]([CH3:25])([CH3:26])[C:22]1[CH:21]=[C:5]([CH:4]=[C:3]([Si:2]([CH3:29])([CH3:28])[CH3:1])[CH:23]=1)[C:6]([NH:8][C:9]1[CH:19]=[CH:18][C:12]([CH2:13][CH2:14][C:15]([OH:17])=[O:16])=[C:11]([F:20])[CH:10]=1)=[O:7] |f:4.5|. Procedure details: Compound 2 (160 mg) was dissolved in a mixed solution of tetrahydrofuran (0.59 ml) and methanol (0.59 ml). Palladium carbon (4.4 mg) was added thereto, and the mixture was stirred in a hydrogen atmosphere for 4.5 hours. After the reaction was over, the reaction mixture was filtered through Celite. The filtrate was condensed and recrystallized with dichloromethane and n-hexane to obtain Compound 7 (122 mg, 76%) as a white solid. The reactants are OC1=C(N(S(N(C1)C)(=O)=O)C)C(=O)OC (methyl 5,6-dihydro-4-hydroxy-2,6-dimethyl-1,1-dioxo-2H-1,2,6-thiadiazine-3-carboxylate), NC1=NC=CC=C1 (2-aminopyridine). The product is OC1=C(N(S(N(C1)C)(=O)=O)C)C(=O)NC1=NC=CC=C1 (5,6-Dihydro-4-hydroxy-2,6-dimethyl-N-(2-pyridyl]-1,1-dioxo-2H-1,2,6-thiadiazine-3-carboxamide). The yield is 55.0%. Reaction SMILES: [OH:1][C:2]1[CH2:7][N:6]([CH3:8])[S:5](=[O:10])(=[O:9])[N:4]([CH3:11])[C:3]=1[C:12]([O:14]C)=O.[NH2:16][C:17]1[CH:22]=[CH:21][CH:20]=[CH:19][N:18]=1>>[OH:1][C:2]1[CH2:7][N:6]([CH3:8])[S:5](=[O:9])(=[O:10])[N:4]([CH3:11])[C:3]=1[C:12]([NH:16][C:17]1[CH:22]=[CH:21][CH:20]=[CH:19][N:18]=1)=[O:14]. Procedure details: The synthesis was effected analogously to Example 1 using in each case 1.0 equivalent of methyl 5,6-dihydro-4-hydroxy-2,6-dimethyl-1,1-dioxo-2H-1,2,6-thiadiazine-3-carboxylate and 2-aminopyridine. Recrystallisation from a diisopropyl ether/tetrahydrofuran mixture gives the title compound in a yield of 55%. Reactants: C(C)(=O)OC(C)=O (Acetic anhydride), [N+](=O)([O-])C=1C=C(C=C(C1)N1C=CC=C1)N (3-nitro-5-pyrrol-1-yl-phenylamine). Reaction conditions: time 30 minute. The product is [N+](=O)([O-])C=1C=C(C=C(C1)N1C=CC=C1)NC(C)=O (N-(3-Nitro-5-pyrrol-1-yl-phenyl)-acetamide). Yield: 89.0%. As a reaction SMILES: C(O[C:5](=[O:7])[CH3:6])(=O)C.[N+:8]([C:11]1[CH:12]=[C:13]([NH2:22])[CH:14]=[C:15]([N:17]2[CH:21]=[CH:20][CH:19]=[CH:18]2)[CH:16]=1)([O-:10])=[O:9]>>[N+:8]([C:11]1[CH:12]=[C:13]([NH:22][C:5](=[O:7])[CH3:6])[CH:14]=[C:15]([N:17]2[CH:18]=[CH:19][CH:20]=[CH:21]2)[CH:16]=1)([O-:10])=[O:9]. Procedure details: Acetic anhydride (7.0 ml) was added to 3-nitro-5-pyrrol-1-yl-phenylamine (7.0 g, 34.48 mmol). The mixture was stirred for 30 min at RT and subsequently quenched by the addition of crushed ice. The precipitate formed was filtered and was washed with cold water to obtain off-white solid. The solid was dried under high vacuum to give the product in 89% yield (7.52 g). LC-MS (ESI): Calculated mass: 245.23; Observed mass: 244.1 [M−H]+ (rt: 0.24 min). Reactants: CCO, CCCOc1ccc(-c2scc(-c3ccccc3Cl)c2CC(=O)OC)cc1, Cl, [Na+], [OH-]. Yields the product CCCOc1ccc(-c2scc(-c3ccccc3Cl)c2CC(=O)O)cc1. Reaction SMILES: [CH3:31][CH2:32][OH:33].[Cl:1][c:2]1[c:3](-[c:8]2[c:9]([CH2:23][C:24](=[O:25])[O:26][CH3:27])[c:10](-[c:13]3[cH:14][cH:15][c:16]([O:19][CH2:20][CH2:21][CH3:22])[cH:17][cH:18]3)[s:11][cH:12]2)[cH:4][cH:5][cH:6][cH:7]1.[ClH:30].[Na+:29].[OH-:28]>>[Cl:1][c:2]1[c:3](-[c:8]2[c:9]([CH2:23][C:24](=[O:25])[OH:26])[c:10](-[c:13]3[cH:14][cH:15][c:16]([O:19][CH2:20][CH2:21][CH3:22])[cH:17][cH:18]3)[s:11][cH:12]2)[cH:4][cH:5][cH:6][cH:7]1.